From a dataset of the Open Reaction Database (ORD), a public repository of structured organic reaction records. describe an organic reaction: reactants, conditions, products, and yield Starting materials: ClC1=NC(=CC(=N1)NC(C)C)COCC(F)(F)F (2-chloro-N-isopropyl-6-((2,2,2-trifluoroethoxy)methyl)pyrimidin-4-amine), COC=1C=C(N)C=CC1C1=CN=NC(=C1)C (3-methoxy-4-(6-methylpyridazin-4-yl)aniline), C([O-])([O-])=O.[Cs+].[Cs+] (cesium carbonate), C1(CCCCC1)P(C1=C(C=CC=C1)C1=CC=CC=C1)C1CCCCC1 (2-(dicyclohexyl-phosphino)biphenyl). The reagents and catalysts are C(C)(=O)[O-].[Pd+2].C(C)(=O)[O-] (palladium(II) acetate). Solvent: O1CCOCC1 (dioxane). Conditions: temperature 120 celsius. Product: C(C)(C)NC1=NC(=NC(=C1)COCC(F)(F)F)NC1=CC(=C(C=C1)C1=CN=NC(=C1)C)OC (N4-Isopropyl-N2-(3-methoxy-4-(6-methylpyridazin-4-yl)phenyl)-6-((2,2,2-trifluoroethoxy)-methyl)pyrimidine-2,4-diamine). Isolated yield 49.4%. Reaction SMILES: Cl[C:2]1[N:7]=[C:6]([NH:8][CH:9]([CH3:11])[CH3:10])[CH:5]=[C:4]([CH2:12][O:13][CH2:14][C:15]([F:18])([F:17])[F:16])[N:3]=1.[CH3:19][O:20][C:21]1[CH:22]=[C:23]([CH:25]=[CH:26][C:27]=1[C:28]1[CH:33]=[C:32]([CH3:34])[N:31]=[N:30][CH:29]=1)[NH2:24].C(=O)([O-])[O-].[Cs+].[Cs+].C1(P(C2CCCCC2)C2C=CC=CC=2C2C=CC=CC=2)CCCCC1>O1CCOCC1.C([O-])(=O)C.[Pd+2].C([O-])(=O)C>[CH:9]([NH:8][C:6]1[CH:5]=[C:4]([CH2:12][O:13][CH2:14][C:15]([F:18])([F:17])[F:16])[N:3]=[C:2]([NH:24][C:23]2[CH:25]=[CH:26][C:27]([C:28]3[CH:33]=[C:32]([CH3:34])[N:31]=[N:30][CH:29]=3)=[C:21]([O:20][CH3:19])[CH:22]=2)[N:7]=1)([CH3:11])[CH3:10] |f:2.3.4,7.8.9|. Reported procedure: A mixture of 2-chloro-N-isopropyl-6-((2,2,2-trifluoroethoxy)methyl)pyrimidin-4-amine (41 mg, 0.14 mmol), 3-methoxy-4-(6-methylpyridazin-4-yl)aniline (31 mg, 0.14 mmol), cesium carbonate (94 mg, 0.29 mmol), palladium(II) acetate (5 mg, 0.02 mmol) and 2-(dicyclohexyl-phosphino)biphenyl (8 mg, 0.02 mmol) in dioxane (2 mL) was heated under argon at 120° C. for 90 minutes in a microwave reactor. The mixture was filtered through a short silica gel plug which was washed with 10% solution of methanol in... Starting materials: ClC1=C(C(=CC=C1)OC)CC#N ((2-chloro-6-methoxyphenyl)-acetonitrile), C(CN)N (ethylene diamine). The product is ClC1=C(CC=2NCCN2)C(=CC=C1)OC (2-(2-Chloro-6-methoxy-benzyl)-4,5-dihydro-1H-imidazole). As a reaction SMILES: [Cl:1][C:2]1[CH:7]=[CH:6][CH:5]=[C:4]([O:8][CH3:9])[C:3]=1[CH2:10][C:11]#[N:12].[CH2:13](N)[CH2:14][NH2:15]>>[Cl:1][C:2]1[CH:7]=[CH:6][CH:5]=[C:4]([O:8][CH3:9])[C:3]=1[CH2:10][C:11]1[NH:15][CH2:14][CH2:13][N:12]=1. Procedure: 2-(2-Chloro-6-methoxy-benzyl)-4,5-dihydro-1H-imidazole was prepared from (2-chloro-6-methoxyphenyl)-acetonitrile and ethylene diamine in analogy to Example 19 b): light brown powder; MS (ISP): 224.9 ((M+H)+.).